Dataset: the Open Reaction Database (ORD), a public repository of structured organic reaction records. Task: describe an organic reaction: reactants, conditions, products, and yield Starting materials: C(Cl)Cl.CCOCC.CCCCCC (CH2Cl2 ether hexane), C(CCC)NCC1=CC=C(C=C1)C1=C(C=CC=C1)C#N (N-butyl-N-(2'-cyanobiphenyl-4-ylmethyl)-amine), C1(CC=2C(C(=O)O1)=CC=CC2)=O (homophthalic acid anhydride). The solvent is O1CCOCC1 (dioxane). Product: C(CCC)N(C(CC1=C(C=CC=C1)C(=O)O)=O)CC1=CC=C(C=C1)C1=C(C=CC=C1)C#N (2-carboxy-phenylacetic acid N-butyl-N-(2'-cyanobiphenyl-4-ylmethyl)-amide). RXN SMILES: [CH2:1]([NH:5][CH2:6][C:7]1[CH:12]=[CH:11][C:10]([C:13]2[CH:18]=[CH:17][CH:16]=[CH:15][C:14]=2[C:19]#[N:20])=[CH:9][CH:8]=1)[CH2:2][CH2:3][CH3:4].[C:21]1(=[O:32])[O:27][C:25](=[O:26])[C:24]2=[CH:28][CH:29]=[CH:30][CH:31]=[C:23]2[CH2:22]1.C(Cl)Cl.CCOCC.CCCCCC>O1CCOCC1>[CH2:1]([N:5]([CH2:6][C:7]1[CH:12]=[CH:11][C:10]([C:13]2[CH:18]=[CH:17][CH:16]=[CH:15][C:14]=2[C:19]#[N:20])=[CH:9][CH:8]=1)[C:21](=[O:32])[CH2:22][C:23]1[CH:31]=[CH:30][CH:29]=[CH:28][C:24]=1[C:25]([OH:27])=[O:26])[CH2:2][CH2:3][CH3:4] |f:2.3.4|. Reported procedure: The starting material can be prepared, for example, as follows: A solution of 2.64 g of N-butyl-N-(2'-cyanobiphenyl-4-ylmethyl)-amine and 2.43 g of homophthalic acid anhydride in 50 ml of dioxane is heated under reflux for hour. After removal of the solvent, the residue is taken up in 100 ml of ethyl acetate and washed twice with 50 ml of water each time. After customary treatment, the organic phase yields a crude product that yields, from CH2Cl2 /ether/hexane, 2-carboxy-phenylacetic acid N-buty... The reactants are FC1=CC=C(CN)C=C1 (4-fluorobenzylamine), ClC=1N=C(C2=C(N1)SC(=C2Cl)C)Cl (2,4,5-trichloro-6-methyl-thieno-[2,3-d]-pyrimidine). Product: ClC=1N=C(C2=C(N1)SC(=C2Cl)C)NCC2=CC=C(C=C2)F (2,5-dichloro-6-methyl-4-(4-fluorobenzylamino)-thieno-[2,3-d]-pyrimidine). Reaction SMILES: [F:1][C:2]1[CH:9]=[CH:8][C:5]([CH2:6][NH2:7])=[CH:4][CH:3]=1.[Cl:10][C:11]1[N:12]=[C:13](Cl)[C:14]2[C:19]([Cl:20])=[C:18]([CH3:21])[S:17][C:15]=2[N:16]=1>>[Cl:10][C:11]1[N:12]=[C:13]([NH:7][CH2:6][C:5]2[CH:8]=[CH:9][C:2]([F:1])=[CH:3][CH:4]=2)[C:14]2[C:19]([Cl:20])=[C:18]([CH3:21])[S:17][C:15]=2[N:16]=1. Procedure details: Following the procedure of Example 1, the reaction of 4-fluorobenzylamine with 2,4,5-trichloro-6-methyl-thieno-[2,3-d]-pyrimidine yields 2,5-dichloro-6-methyl-4-(4-fluorobenzylamino)-thieno-[2,3-d]-pyrimidine. The reactants are O=C(Cl)OCc1ccccc1, CC(c1c[nH]c2ccccc12)C(N)C(=O)O, Cl, NC(Cc1c[nH]c2ccccc12)C(=O)O, [Na+], [OH-], O. The product is CC(c1c[nH]c2ccccc12)C(NC(=O)OCc1ccccc1)C(=O)O. Reaction SMILES: [CH2:34]([c:35]1[cH:36][cH:37][cH:38][cH:39][cH:40]1)[O:41][C:42](=[O:43])[Cl:44].[CH3:16][CH:17]([CH:18]([NH2:19])[C:20](=[O:21])[OH:22])[c:23]1[cH:24][nH:25][c:26]2[cH:27][cH:28][cH:29][cH:30][c:31]12.[ClH:45].[NH2:1][CH:2]([C:3](=[O:4])[OH:5])[CH2:6][c:7]1[c:8]2[c:9]([cH:10][cH:11][cH:12][cH:13]2)[nH:14][cH:15]1.[Na+:33].[OH-:32].[OH2:46]>>[CH3:16][CH:17]([CH:18]([NH:19][C:42]([O:41][CH2:34][c:35]1[cH:36][cH:37][cH:38][cH:39][cH:40]1)=[O:43])[C:20](=[O:21])[OH:22])[c:23]1[cH:24][nH:25][c:26]2[cH:27][cH:28][cH:29][cH:30][c:31]12. Reported procedure: Trimethylaluminum (2M solution in toluene, 0.26 ml) was added to a stirred suspension of 2-phenyl-imidazo[1,2-a]pyrimidin-7-ylamine (example 1, step 1, 111 mg) in dioxane (5 ml), and the mixture was stirred for 2 h at RT. 6-Cyclopropyl-3-(pyrimidin-5-ylamino)-pyridine-2-carboxylic acid ethyl ester (50 mg) was then added in one portion, and the mixture was heated to 100° C. for 17 h. Upon cooling, water (0.5 ml) was added, followed by small amounts of methanol and dichloromethane to get an almost... Yield: 55.8%. Starting materials: C(C)OC(=O)C1=NC(=CC=C1NC=1C=NC=NC1)C1CC1 (6-Cyclopropyl-3-(pyrimidin-5-ylamino)-pyridine-2-carboxylic acid ethyl ester), O (water), C[Al](C)C (Trimethylaluminum), C1(=CC=CC=C1)C=1N=C2N(C=CC(=N2)N)C1 (2-Phenyl-imidazo[1,2-a]pyrimidin-7-ylamine). The solvent is CO (methanol), O1CCOCC1 (dioxane), ClCCl (dichloromethane). RXN SMILES: C[Al](C)C.[C:5]1([C:11]2[N:12]=[C:13]3[N:18]=[C:17]([NH2:19])[CH:16]=[CH:15][N:14]3[CH:20]=2)[CH:10]=[CH:9][CH:8]=[CH:7][CH:6]=1.C([O:23][C:24]([C:26]1[C:31]([NH:32][C:33]2[CH:34]=[N:35][CH:36]=[N:37][CH:38]=2)=[CH:30][CH:29]=[C:28]([CH:39]2[CH2:41][CH2:40]2)[N:27]=1)=O)C.O>O1CCOCC1.ClCCl.CO>[C:5]1([C:11]2[N:12]=[C:13]3[N:18]=[C:17]([NH:19][C:24]([C:26]4[C:31]([NH:32][C:33]5[CH:38]=[N:37][CH:36]=[N:35][CH:34]=5)=[CH:30][CH:29]=[C:28]([CH:39]5[CH2:40][CH2:41]5)[N:27]=4)=[O:23])[CH:16]=[CH:15][N:14]3[CH:20]=2)[CH:6]=[CH:7][CH:8]=[CH:9][CH:10]=1. The product is C1(=CC=CC=C1)C=1N=C2N(C=CC(=N2)NC(=O)C2=NC(=CC=C2NC=2C=NC=NC2)C2CC2)C1 (6-Cyclopropyl-3-(pyrimidin-5-ylamino)-pyridine-2-carboxylic acid (2-phenyl-imidazo[1,2-a]pyrimidin-7-yl)-amide). Conditions: time 2 hour. Starting materials: Cl.ON (hydroxyamine hydrochloride), C(O)([O-])=O.[Na+] (sodium hydrogencarbonate), C(\C=C/C(=O)O)(=O)O.C(C)(=O)C1=CC=2C(N(CCCC2S1)CCCCN1CCN(CC1)C1=NC=CC=N1)=O (2-acetyl-5,6,7,8-tetrahydro-5-[4-(4-(2-pyrimidinyl)-1-piperazinyl)butyl]-4H-thieno[3,2-c]azepin-4-one maleate). The solvent is C(C)O (ethanol). Yields the product ON=C(C)C1=CC=2C(N(CCCC2S1)CCCCN1CCN(CC1)C1=NC=CC=N1)=O (5,6,7,8-tetrahydro-2-(1-(hydroxyimino)ethyl)-5-[4-(4-(2-pyrimidinyl)-1-piperazinyl)butyl]-4H-thieno[3,2-c]azepin-4-one). Isolated yield 101.3%. RXN SMILES: C(O)(=O)/C=C\C(O)=O.[C:9]([C:12]1[S:21][C:20]2[CH2:19][CH2:18][CH2:17][N:16]([CH2:22][CH2:23][CH2:24][CH2:25][N:26]3[CH2:31][CH2:30][N:29]([C:32]4[N:37]=[CH:36][CH:35]=[CH:34][N:33]=4)[CH2:28][CH2:27]3)[C:15](=[O:38])[C:14]=2[CH:13]=1)(=O)[CH3:10].Cl.[OH:40][NH2:41].C(=O)([O-])O.[Na+]>C(O)C>[OH:40][N:41]=[C:9]([C:12]1[S:21][C:20]2[CH2:19][CH2:18][CH2:17][N:16]([CH2:22][CH2:23][CH2:24][CH2:25][N:26]3[CH2:31][CH2:30][N:29]([C:32]4[N:37]=[CH:36][CH:35]=[CH:34][N:33]=4)[CH2:28][CH2:27]3)[C:15](=[O:38])[C:14]=2[CH:13]=1)[CH3:10] |f:0.1,2.3,4.5|. Procedure details: To a suspension of 6.0 g of 2-acetyl-5,6,7,8-tetrahydro-5-[4-(4-(2-pyrimidinyl)-1-piperazinyl)butyl]-4H-thieno[3,2-c]azepin-4-one maleate in 100 ml of ethanol were added 0.92 g of hydroxyamine hydrochloride and 4.0 g of sodium hydrogencarbonate with stirring and the mixture was refluxed for 5 hours. After cooling, the mixture was concentrated under reduced pressure, to the residue was added water and the solution was extracted with chloroform. The extract was washed with water, dried and concent... Reactants: CC(=O)Nc1nc2c(c(=O)[nH]1)CCC(O)N2C(C)=O, [BH3-]C#N, CC(=O)O, CO, ClC(Cl)Cl, COC(=O)CCC(NC(=O)c1ccc(N)cc1)C(=O)OC, [Na+], c1cncnc1. Yields the product COC(=O)CCC(NC(=O)c1ccc(NCCCc2c(NC(C)=O)nc(NC(C)=O)[nH]c2=O)cc1)C(=O)OC. Reaction SMILES: [C:1]([CH3:2])(=[O:3])[NH:4][c:5]1[nH:6][c:7](=[O:19])[c:8]2[c:9]([n:10]1)[N:11]([C:16]([CH3:17])=[O:18])[CH:12]([OH:15])[CH2:13][CH2:14]2.[C:41]([BH3-:42])#[N:43].[CH3:55][C:56](=[O:57])[OH:58].[CH3:59][OH:60].[CH:51]([Cl:52])([Cl:53])[Cl:54].[NH2:20][c:21]1[cH:22][cH:23][c:24]([C:25](=[O:26])[NH:27][CH:28]([CH2:29][CH2:30][C:31](=[O:32])[O:33][CH3:34])[C:35](=[O:36])[O:37][CH3:38])[cH:39][cH:40]1.[Na+:44].[cH:45]1[cH:46][n:47][cH:48][n:49][cH:50]1>>[C:1]([CH3:2])(=[O:3])[NH:4][c:5]1[nH:6][c:7](=[O:19])[c:8]([CH2:14][CH2:13][CH2:12][NH:20][c:21]2[cH:22][cH:23][c:24]([C:25](=[O:26])[NH:27][CH:28]([CH2:29][CH2:30][C:31](=[O:32])[O:33][CH3:34])[C:35](=[O:36])[O:37][CH3:38])[cH:39][cH:40]2)[c:9]([NH:11][C:16]([CH3:17])=[O:18])[n:10]1.